From a dataset of the Open Reaction Database (ORD), a public repository of structured organic reaction records. describe an organic reaction: reactants, conditions, products, and yield Reactants: C(c1cccc2c1cco2)=O, CC1=CN=C(C=C1)N, [C-]#[N+]C1CCCCC1. The reagents and catalysts are O=C(O)C(F)(F)F (trifluoroacetic acid). Solvent: CC(C)O (isopropyl alcohol), CC(C)O (isopropylalcohol). Reaction conditions: temperature 22 celsius, time 20 hour. Product: Cc1ccc2nc(c3cccc4c3cco4)c(NC3CCCCC3)n2c1. Isolated yield 16.1%. Reaction SMILES: CC1=CC=C(N)N=C1.[C-]#[N+]C1CCCCC1.O=CC1=C2C=COC2=CC=C1>>CC1=CN2C(C=C1)=NC(=C2NC1CCCCC1)C1=C2C=COC2=CC=C1. The reactants are C(#N)C(C1=CC=CC=C1)(C1=CC=CC=C1)[C@@H]1CNCCC1 (3-(R)-(+)-(1-cyano-1,1-diphenylmethyl)piperidine), OCC1=CC=C(CCBr)C=C1 (4-hydroxymethylphenethyl bromide), C([O-])([O-])=O.[K+].[K+] (potassium carbonate). The solvent is C(C)#N (acetonitrile). Yields the product C(#N)C(C1=CC=CC=C1)(C1=CC=CC=C1)[C@@H]1CN(CCC1)CCC1=CC=C(C=C1)CO (3-(R)-(+)-(1-cyano-1,1-diphenylmethyl)-1-(4-hydroxymethylphenethyl)piperidine). RXN SMILES: [C:1]([C:3]([C@H:16]1[CH2:21][CH2:20][CH2:19][NH:18][CH2:17]1)([C:10]1[CH:15]=[CH:14][CH:13]=[CH:12][CH:11]=1)[C:4]1[CH:9]=[CH:8][CH:7]=[CH:6][CH:5]=1)#[N:2].[OH:22][CH2:23][C:24]1[CH:32]=[CH:31][C:27]([CH2:28][CH2:29]Br)=[CH:26][CH:25]=1.C(=O)([O-])[O-].[K+].[K+]>C(#N)C>[C:1]([C:3]([C@H:16]1[CH2:21][CH2:20][CH2:19][N:18]([CH2:29][CH2:28][C:27]2[CH:31]=[CH:32][C:24]([CH2:23][OH:22])=[CH:25][CH:26]=2)[CH2:17]1)([C:10]1[CH:11]=[CH:12][CH:13]=[CH:14][CH:15]=1)[C:4]1[CH:9]=[CH:8][CH:7]=[CH:6][CH:5]=1)#[N:2] |f:2.3.4|. Procedure: A mixture containing 3-(R)-(+)-(1-cyano-1,1-diphenylmethyl)piperidine (0.28 g), 4-hydroxymethylphenethyl bromide (0.22 g), anhydrous potassium carbonate (0.28 g) and acetonitrile (10 ml) was heated under reflux for 5 hours. The mixture was partitioned between dichloromethane (30 ml) and 10% aqueous potassium carbonate (20 ml), the layers separated, and the aqueous layer extracted with dichloromethane (2×20 ml). The combined dichloromethane extracts were dried (MgSO4) and concentrated in vacuo to... The reactants are CSC1=CN=CC2=CC=CC(=C12)NC1CCN(CC1)C(=O)OC(C)(C)C (4-(4-methylthio-5-isoquinolyl)amino-1-(tert-butoxycarbonyl)piperidine), Cl.CO (hydrogen chloride methanol). Product: Cl.CSC1=CN=CC2=CC=CC(=C12)NC1CCNCC1 (4-(4-methylthio-5-isoquinolyl)aminopiperidine hydrochloride). RXN SMILES: [CH3:1][S:2][C:3]1[C:12]2[C:7](=[CH:8][CH:9]=[CH:10][C:11]=2[NH:13][CH:14]2[CH2:19][CH2:18][N:17](C(OC(C)(C)C)=O)[CH2:16][CH2:15]2)[CH:6]=[N:5][CH:4]=1.[ClH:27].CO>>[ClH:27].[CH3:1][S:2][C:3]1[C:12]2[C:7](=[CH:8][CH:9]=[CH:10][C:11]=2[NH:13][CH:14]2[CH2:19][CH2:18][NH:17][CH2:16][CH2:15]2)[CH:6]=[N:5][CH:4]=1 |f:1.2,3.4|. Procedure details: According to the method of Example 1, Step C, deprotection was performed (50° C., 2 hours) by using Intermediate 74 (214 mg) and 10% hydrogen chloride/methanol solution (5 ml). The reaction mixture was cooled to room temperature, and then the solvent was evaporated under reduced pressure. The residue was added with methanol (2 ml) and diethyl ether (6 ml). The deposited precipitates were collected by filtration and washed with diethyl ether to obtain the title compound (154 mg) as brown powdery ... The reactants are [Al] (aluminium), N.O[V](=O)=O (ammonium vanadate), [F-].[Na+] (sodium fluoride), N.O[V](=O)=O (ammonium vanadate), [F-].[Na+] (sodium fluoride), P(O)(O)(O)=O (phosphoric acid). The reagents and catalysts are [Zn] (zinc). Yields the product [O-][V](=O)=O.P(=O)([O-])([O-])[O-] (Vanadate Phosphate). RXN SMILES: N.[OH:2][V:3](=[O:5])=[O:4].[F-].[Na+].[Al].[P:9](=[O:13])([OH:12])([OH:11])[OH:10]>[Zn]>[O-:5][V:3](=[O:4])=[O:2].[P:9]([O-:13])([O-:12])([O-:11])=[O:10] |f:0.1,2.3,7.8|. Procedure: A bath containing ammonium vanadate (23.4 g in 5 liters water; 0.04M) sodium fluoride (1.42 g/l 0.34M) was acidified with phosphoric acid (900 ml; 2.7M) until the pH of the bath containing the ammonium vanadate and sodium fluoride reached 1.5. A strip of aluminium (53%)/zinc (45%) coated steel was then dipped into the bath for varying contact time at different passivation temperatures. The results of the resulting coating film are given in Tables 1 to 3. The reactants are Fc1ccc(CBr)cn1, CN(C)C=O, CC(C)(C)OC(=O)N1CCNCC1. The product is CC(C)(C)OC(=O)N1CCN(Cc2ccc(F)nc2)CC1. RXN SMILES: [Br:14][CH2:15][c:16]1[cH:17][cH:18][c:19]([F:22])[n:20][cH:21]1.[CH3:23][N:24]([CH3:25])[CH:26]=[O:27].[N:1]1([C:7](=[O:8])[O:9][C:10]([CH3:11])([CH3:12])[CH3:13])[CH2:2][CH2:3][NH:4][CH2:5][CH2:6]1>>[N:1]1([C:7](=[O:8])[O:9][C:10]([CH3:11])([CH3:12])[CH3:13])[CH2:2][CH2:3][N:4]([CH2:15][c:16]2[cH:17][cH:18][c:19]([F:22])[n:20][cH:21]2)[CH2:5][CH2:6]1.